From a dataset of the Open Reaction Database (ORD), a public repository of structured organic reaction records. describe an organic reaction: reactants, conditions, products, and yield Reactants: C(C)(=O)N1[C@H](C(=O)O)CCC1 (N-Acetyl-L-proline), CN1CCOCC1 (N-methylmorpholine), ClC(=O)OCC(C)C (isobutyl chloroformate), NC1=CC=C(C=C1)C=1NC(C(C(=O)O)=CC1)=O (6-(4-aminophenyl)-1,2-dihydro-2-oxonicotinic acid), Cl[Si](C)(C)C (chlorotrimethylsilane), silylated 6-(4-aminophenyl)-1,2-dihydro-2-oxonicotinic acid, anhydride. Solvent: C(C)(C)O (isopropanol), ClCCl (dichloromethane), ClCCl (dichloromethane), C(C)N(CC)CC (triethylamine). Reaction conditions: time 1 hour. Product: C(C)(=O)N1[C@H](C(=O)NC2=CC=C(C=C2)C=2NC(C(C(=O)O)=CC2)=O)CCC1 (6-[4-(N-Acetyl-L-prolylamino)phenyl]-1,2-dihydro-2-oxonicotinic acid). Isolated yield 52.2%. RXN SMILES: [NH2:1][C:2]1[CH:7]=[CH:6][C:5]([C:8]2[NH:9][C:10](=[O:17])[C:11](=[CH:15][CH:16]=2)[C:12]([OH:14])=[O:13])=[CH:4][CH:3]=1.Cl[Si](C)(C)C.[C:23]([N:26]1[CH2:33][CH2:32][CH2:31][C@H:27]1[C:28](O)=[O:29])(=[O:25])[CH3:24].CN1CCOCC1.ClC(OCC(C)C)=O>ClCCl.C(O)(C)C.C(N(CC)CC)C>[C:23]([N:26]1[CH2:33][CH2:32][CH2:31][C@H:27]1[C:28]([NH:1][C:2]1[CH:3]=[CH:4][C:5]([C:8]2[NH:9][C:10](=[O:17])[C:11](=[CH:15][CH:16]=2)[C:12]([OH:14])=[O:13])=[CH:6][CH:7]=1)=[O:29])(=[O:25])[CH3:24]. Procedure: To a suspension of 5.75 g (25 m mol) 6-(4-aminophenyl)-1,2-dihydro-2-oxonicotinic acid and 175 ml of dichloromethane, 10.2 ml (75 m mol) triethylamine and 9.5 ml (75 m mol) chlorotrimethylsilane are added and the reaction mixture stirred at room temperature for 1 hour. To a solution of 7.86 g (50 m mol) of N-Acetyl-L-proline in 100 ml of dichloromethane at -10° C., 5.5 ml (50 m mol) of N-methylmorpholine and 6.5 ml (50 m mol) of isobutyl chloroformate are added and stirred at -10° C. for 1/2 hou... Reactants: ClC1=NC=CN=C1 (2-chloropyrazine), NCCCN (1,3-diaminopropane). Product: NCCCNC1=NC=CN=C1 (2-(3-aminopropylamino)-pyrazine). RXN SMILES: Cl[C:2]1[CH:7]=[N:6][CH:5]=[CH:4][N:3]=1.[NH2:8][CH2:9][CH2:10][CH2:11][NH2:12]>>[NH2:8][CH2:9][CH2:10][CH2:11][NH:12][C:2]1[CH:7]=[N:6][CH:5]=[CH:4][N:3]=1. Procedure details: Reacting 2-chloropyrazine with 1,3-diaminopropane by the procedure of Example 93 gives 2-(3-aminopropylamino)-pyrazine and reacting this intermediate with methyl isothiocyanate gives the title compound. The reactants are OC=1C=C(C=O)C=CC1O (3,4-dihydroxybenzaldehyde), Cl.NO (hydroxylamine hydrochloride), [C-]#N.[Na+] (sodium cyanide). Reaction conditions: temperature 0 celsius, time 8 hour. Product: O.OC=1C=C(C(C(N)=NO)O)C=CC1O (3,4-dihydroxymandelamidoxime monohydrate). Isolated yield 36.0%. As a reaction SMILES: [OH:1][C:2]1[CH:3]=[C:4]([CH:7]=[CH:8][C:9]=1[OH:10])[CH:5]=[O:6].Cl.[NH2:12][OH:13].[C-:14]#[N:15].[Na+]>>[OH2:1].[OH:1][C:2]1[CH:3]=[C:4]([CH:7]=[CH:8][C:9]=1[OH:10])[CH:5]([OH:6])[C:14](=[N:12][OH:13])[NH2:15] |f:1.2,3.4,5.6|. Reported procedure: Seven and eight-tenths grams of 3,4-dihydroxybenzaldehyde were added to 100 ml. of an aqueous solution held at -15° C. containing 7.8 g. of hydroxylamine hydrochloride and 5.5 g. of sodium cyanide. The reaction mixture was stirred overnight at about 0° C. and then filtered. Four g. of 3,4-dihydroxymandelamidoxime monohydrate formed in the above reaction were obtained melting at 151° C. with decomposition (after loss of water of crystallization at about 120° C.) yield=36%. Reactants: FC=1C=C(C=CC1B1OC(C(O1)(C)C)(C)C)NC(=O)NCCO (1-(3-fluoro-4-(4,4,5,5-tetramethyl-1,3,2-dioxaborolan-2-yl)phenyl)-3-(2-hydroxyethyl)urea), FC=1C=C(C=NC1)C1=CC(=NC(=N1)SC)N1[C@H](COCC1)C ((S)-4-(6-(5-fluoropyridin-3-yl)-2-(methylthio)pyrimidin-4-yl)-3-methylmorpholine), FC=1C=C(C=CC1B1OC(C(O1)(C)C)(C)C)NC(=O)NCCO (1-(3-fluoro-4-(4,4,5,5-tetramethyl-1,3,2-dioxaborolan-2-yl)phenyl)-3-(2-hydroxyethyl)urea), ClC1=NC(=CC(=N1)N1[C@H](COCC1)C)C1=C(C=CC(=C1)F)S(=O)(=O)C ((S)-4-(2-chloro-6-(5-fluoro-2-(methylsulfonyl)phenyl)pyrimidin-4-yl)-3-methylmorpholine), ClC1=NC(=CC(=N1)N1[C@H](COCC1)C)C1=C(C=CC(=C1)F)S(=O)(=O)C ((S)-4-(2-chloro-6-(5-fluoro-2-(methylsulfonyl)phenyl)pyrimidin-4-yl)-3-methylmorpholine). The reagents and catalysts are Cl (HCl). Solvent: CO (MeOH). Reaction conditions: temperature 90 celsius. Yields the product FC=1C=C(C=CC1C1=NC(=CC(=N1)C1=C(C=CC(=C1)F)S(=O)(=O)C)N1[C@H](COCC1)C)NC(=O)NCCO ((S)-1-(3-fluoro-4-(4-(5-fluoro-2-(methylsulfonyl)phenyl)-6-(3-methylmorpholino)pyrimidin-2-yl)phenyl)-3-(2-hydroxyethyl)urea). As a reaction SMILES: FC1C=C(C2N=C(SC)N=C(N3CCOC[C@@H]3C)C=2)C=NC=1.Cl[C:24]1[N:29]=[C:28]([N:30]2[CH2:35][CH2:34][O:33][CH2:32][C@@H:31]2[CH3:36])[CH:27]=[C:26]([C:37]2[CH:42]=[C:41]([F:43])[CH:40]=[CH:39][C:38]=2[S:44]([CH3:47])(=[O:46])=[O:45])[N:25]=1.[F:48][C:49]1[CH:50]=[C:51]([NH:64][C:65]([NH:67][CH2:68][CH2:69][OH:70])=[O:66])[CH:52]=[CH:53][C:54]=1B1OC(C)(C)C(C)(C)O1>CO.Cl>[F:48][C:49]1[CH:50]=[C:51]([NH:64][C:65]([NH:67][CH2:68][CH2:69][OH:70])=[O:66])[CH:52]=[CH:53][C:54]=1[C:24]1[N:25]=[C:26]([C:37]2[CH:42]=[C:41]([F:43])[CH:40]=[CH:39][C:38]=2[S:44]([CH3:47])(=[O:46])=[O:45])[CH:27]=[C:28]([N:30]2[CH2:35][CH2:34][O:33][CH2:32][C@@H:31]2[CH3:36])[N:29]=1. Reported procedure: Method as described for intermediate 5 using (S)-4-(2-chloro-6-(5-fluoro-2-(methylsulfonyl)phenyl)pyrimidin-4-yl)-3-methylmorpholine (intermediate 10) and 1-(3-fluoro-4-(4,4,5,5-tetramethyl-1,3,2-dioxaborolan-2-yl)phenyl)-3-(2-hydroxyethyl)urea (intermediate 13). Material was purified by prep HPLC (high pH) followed by purification by prep HPLC (low pH). Due to partial byproduct formation by reaction with formic acid the resulting material was taken up in MeOH (0.5 mL) along with 2 drops of 2M H... Reactants: B(OC)(OC)OC (Trimethyl borate), BrCC(=O)OC(C)(C)C (tert-butyl bromoacetate), CC(CCC=C)=O (hex-5-en-2-one). Reagents/catalysts: [Zn] (zinc). Run in O1CCCC1 (tetrahydrofuran). Reaction conditions: temperature 30 celsius, time 3 hour. Yields the product OC(CC(=O)O)(CCC=C)C (3-Hydroxy-3-methylhept-6-enoic acid). RXN SMILES: B(OC)(OC)O[CH3:3].BrC[C:10]([O:12]C(C)(C)C)=[O:11].[CH3:17][C:18](=[O:23])[CH2:19][CH2:20][CH:21]=[CH2:22]>[Zn].O1CCCC1>[OH:23][C:18]([CH3:3])([CH2:19][CH2:20][CH:21]=[CH2:22])[CH2:17][C:10]([OH:12])=[O:11]. Reported procedure: Trimethyl borate (15 mL), zinc powder (washed in advance with dilute hydrochloric acid and dried for use, 4.24 g), and tert-butyl bromoacetate (9.91 mL, 48.6 mmol) were added in this order to a tetrahydrofuran solution (15 mL) of hex-5-en-2-one (5.29 g, 53.9 mmol), and the mixture was heated to 30° C. for 30 minutes using an oil bath, then brought to room temperature, and stirred for 3 hours. The mixture was separated into organic and aqueous layers by the addition of glycerol, a saturated aqueo... Reactants: CN(C)CC=CC(=O)O, Cl, CC(Nc1ncnc2sc3c(c12)CCNC3)c1ccccc1. The product is CC(Nc1ncnc2sc3c(c12)CCN(C(=O)C=CCN(C)C)C3)c1ccccc1. Reaction SMILES: [CH3:24][N:25]([CH2:26][CH:27]=[CH:28][C:29](=[O:30])[OH:31])[CH3:32].[ClH:23].[c:1]1([CH:7]([CH3:8])[NH:9][c:10]2[c:11]3[c:12]([n:13][cH:14][n:15]2)[s:16][c:17]2[c:18]3[CH2:19][CH2:20][NH:21][CH2:22]2)[cH:2][cH:3][cH:4][cH:5][cH:6]1>>[c:1]1([CH:7]([CH3:8])[NH:9][c:10]2[c:11]3[c:12]([n:13][cH:14][n:15]2)[s:16][c:17]2[c:18]3[CH2:19][CH2:20][N:21]([C:29]([CH:28]=[CH:27][CH2:26][N:25]([CH3:24])[CH3:32])=[O:30])[CH2:22]2)[cH:2][cH:3][cH:4][cH:5][cH:6]1. The reactants are O=C(O)C1c2ccccc2CC1O, O=N[O-], [Na+], O=S(=O)(O)O. Product: NC1c2ccccc2CC1O. As a reaction SMILES: [C:1]([OH:2])(=[O:3])[CH:4]1[CH:5]([OH:13])[CH2:6][c:7]2[cH:8][cH:9][cH:10][cH:11][c:12]21.[N:14]([O-:15])=[O:16].[Na+:17].[S:18](=[O:19])(=[O:20])([OH:21])[OH:22]>>[CH:4]1([NH2:14])[CH:5]([OH:13])[CH2:6][c:7]2[cH:8][cH:9][cH:10][cH:11][c:12]21.